This data is from the Open Reaction Database (ORD), a public repository of structured organic reaction records. The task is: describe an organic reaction: reactants, conditions, products, and yield Reactants: CC1(CCCC(N1[O])(C)C)C (2,2,6,6-Tetramethylpiperidine 1-oxyl), C(C)(=O)OI(OC(C)=O)C1=CC=CC=C1 ((diacetoxyiodo)benzene), C(C1=CC=CC=C1)OC(=O)C1CCC(CC1)CO (4-hydroxymethyl-cyclohexanecarboxylic acid benzyl ester), N#N (N2). Solvent: ClCCl (dichloromethane). Run at temperature 0 celsius, time 7 hour. The product is C(C1=CC=CC=C1)OC(=O)C1CCC(CC1)C=O (4-formyl-cyclohexanecarboxylic acid benzyl ester). As a reaction SMILES: CC1(C)N([O])C(C)(C)CCC1.C(OI(C1C=CC=CC=1)OC(=O)C)(=O)C.[CH2:27]([O:34][C:35]([CH:37]1[CH2:42][CH2:41][CH:40]([CH2:43][OH:44])[CH2:39][CH2:38]1)=[O:36])[C:28]1[CH:33]=[CH:32][CH:31]=[CH:30][CH:29]=1.N#N>ClCCl>[CH2:27]([O:34][C:35]([CH:37]1[CH2:42][CH2:41][CH:40]([CH:43]=[O:44])[CH2:39][CH2:38]1)=[O:36])[C:28]1[CH:33]=[CH:32][CH:31]=[CH:30][CH:29]=1 |^1:4|. Reported procedure: 2,2,6,6-Tetramethylpiperidine 1-oxyl (309 mg, 1.98 mmol) and (diacetoxyiodo)benzene (7.01 g, 21.8 mmol) were added to a solution of 4-hydroxymethyl-cyclohexanecarboxylic acid benzyl ester (cis-trans=4:1 mixture) (4.91 g, 19.8 mmol) at 0° C. in an N2 atmosphere, and the mixture was stirred at 0° C. for one hour and at room temperature for seven hours. The reaction solution was diluted with dichloromethane (200 mL), and the organic layer was sequentially washed with a saturated aqueous sodium sulf... Reactants: O=C([O-])O, CN(C)C=O, [Na+], Oc1ncnc2scc(-c3nccs3)c12, O=S(Cl)Cl. Product: Clc1ncnc2scc(-c3nccs3)c12. RXN SMILES: [C:20](=[O:21])([OH:22])[O-:23].[CH3:25][N:26]([CH3:27])[CH:28]=[O:29].[Na+:24].[OH:5][c:6]1[c:7]2[c:8]([n:9][cH:10][n:11]1)[s:12][cH:13][c:14]2-[c:15]1[s:16][cH:17][cH:18][n:19]1.[S:1]([Cl:2])([Cl:3])=[O:4]>>[Cl:3][c:6]1[c:7]2[c:8]([n:9][cH:10][n:11]1)[s:12][cH:13][c:14]2-[c:15]1[s:16][cH:17][cH:18][n:19]1. Reactants: C(C)(C)(C)OC(=O)N1C(C2=C(CC1)N(C(=C2)C2=NC(=NC=C2)NC2=C(C=CC(=C2)N2CCN(CC2)C)OC(F)(F)F)C)=O (methyl-2-{2-[5-(4-methyl-piperazin-1-yl)-2-trifluoromethoxy-phenylamino]-pyrimidin-4-yl}-4-oxo-1,4,6,7-tetrahydro-pyrrolo[3,2-c]pyridine-5-carboxylic acid tert-butyl ester), Cl (HCl). Solvent: O1CCCC1 (tetrahydrofuran), O1CCOCC1 (dioxane). Yields the product Cl.CN1C(=CC=2C(NCCC21)=O)C2=NC(=NC=C2)NC2=C(C=CC(=C2)N2CCN(CC2)C)OC(F)(F)F (1-methyl-2-{2-[5-(4-methyl-piperazin-1-yl)-2-trifluoromethoxy-phenylamino]-pyrimidin-4-yl}-1,5,6,7-tetrahydro-pyrrolo[3,2-c]pyridin-4-one hydrochloride). Isolated yield 98.0%. Reaction SMILES: C(OC([N:8]1[CH2:13][CH2:12][C:11]2[N:14]([CH3:42])[C:15]([C:17]3[CH:22]=[CH:21][N:20]=[C:19]([NH:23][C:24]4[CH:29]=[C:28]([N:30]5[CH2:35][CH2:34][N:33]([CH3:36])[CH2:32][CH2:31]5)[CH:27]=[CH:26][C:25]=4[O:37][C:38]([F:41])([F:40])[F:39])[N:18]=3)=[CH:16][C:10]=2[C:9]1=[O:43])=O)(C)(C)C.[ClH:44]>O1CCCC1.O1CCOCC1>[ClH:44].[CH3:42][N:14]1[C:11]2[CH2:12][CH2:13][NH:8][C:9](=[O:43])[C:10]=2[CH:16]=[C:15]1[C:17]1[CH:22]=[CH:21][N:20]=[C:19]([NH:23][C:24]2[CH:29]=[C:28]([N:30]3[CH2:31][CH2:32][N:33]([CH3:36])[CH2:34][CH2:35]3)[CH:27]=[CH:26][C:25]=2[O:37][C:38]([F:40])([F:41])[F:39])[N:18]=1 |f:4.5|. Procedure details: To a solution of methyl-2-{2-[5-(4-methyl-piperazin-1-yl)-2-trifluoromethoxy-phenylamino]-pyrimidin-4-yl}-4-oxo-1,4,6,7-tetrahydro-pyrrolo[3,2-c]pyridine-5-carboxylic acid tert-butyl ester (25 mg, 0.037 mmol) in tetrahydrofuran (1 mL), 4M HCl in dioxane (0.4 mL) were added. The solution was stirred at room temperature over night. The solvent was evaporated under vacuo to yield 22 mg (98%) of the title compound as a beige powder. Reactants: FC1=CC=C(C=C1)C1=C(N=C(S1)C)C(=O)O (5-(4-fluoro-phenyl)-2-methyl-thiazole-4-carboxylic acid), N1CC(CCC1)NC(=O)C=1C=CC=C2C1C=CO2 ((RS)-benzofuran-4-carboxylic acid piperidin-3-ylamide). Product: FC1=CC=C(C=C1)C1=C(N=C(S1)C)C(=O)N1CC(CCC1)NC(=O)C=1C=CC=C2C1C=CO2 ((RS)-Benzofuran-4-carboxylic acid{1-[5-(4-fluoro-phenyl)-2-methyl-thiazole-4-carbonyl]-piperidin-3-yl}amide). As a reaction SMILES: [F:1][C:2]1[CH:7]=[CH:6][C:5]([C:8]2[S:12][C:11]([CH3:13])=[N:10][C:9]=2[C:14]([OH:16])=O)=[CH:4][CH:3]=1.[NH:17]1[CH2:22][CH2:21][CH2:20][CH:19]([NH:23][C:24]([C:26]2[CH:27]=[CH:28][CH:29]=[C:30]3[O:34][CH:33]=[CH:32][C:31]=23)=[O:25])[CH2:18]1>>[F:1][C:2]1[CH:3]=[CH:4][C:5]([C:8]2[S:12][C:11]([CH3:13])=[N:10][C:9]=2[C:14]([N:17]2[CH2:22][CH2:21][CH2:20][CH:19]([NH:23][C:24]([C:26]3[CH:27]=[CH:28][CH:29]=[C:30]4[O:34][CH:33]=[CH:32][C:31]=34)=[O:25])[CH2:18]2)=[O:16])=[CH:6][CH:7]=1. Procedure: prepared by reaction of 5-(4-fluoro-phenyl)-2-methyl-thiazole-4-carboxylic acid with (RS)-benzofuran-4-carboxylic acid piperidin-3-ylamide. As a reaction SMILES: [Cl:1][C:2]1[CH:3]=[C:4]([CH:9]([CH2:12][CH2:13][O:14][CH:15]2[CH2:20][CH2:19][CH2:18][CH2:17][O:16]2)[C:10]#N)[CH:5]=[CH:6][C:7]=1[Cl:8].[Li+].C[CH:23]([N-:25]C(C)C)C.BrC[C:31]([O:33][CH2:34][CH3:35])=[O:32]>C1COCC1>[CH2:34]([O:33][C:31](=[O:32])[CH:10]([C:23]#[N:25])[CH:9]([C:4]1[CH:5]=[CH:6][C:7]([Cl:8])=[C:2]([Cl:1])[CH:3]=1)[CH2:12][CH2:13][O:14][CH:15]1[CH2:20][CH2:19][CH2:18][CH2:17][O:16]1)[CH3:35] |f:1.2|. Reactants: [Li+].CC(C)[N-]C(C)C (LDA), ClC=1C=C(C=CC1Cl)C(C#N)CCOC1OCCCC1 (2-(3,4-dichloro-phenyl)-4-(tetrahydro-pyran-2yloxy)-butyronitrile), BrCC(=O)OCC (Ethyl bromoacetate). Reaction conditions: temperature 20 celsius, time 1.25 hour. Procedure details: 2-(3,4-dichloro-phenyl)-4-(tetrahydro-pyran-2yloxy)-butyronitrile (10.8669 g, 34.62 mmol) was dissolved in THF (20 mL) at -78° C. and treated dropwise with LDA (27.2 mL, 40.8 mmol, 1.18 eq.) over 30 minutes. The solution was allowed to stir for 1.25 hour. Ethyl bromoacetate (4.2 mL, 37.87 mmol, 1.09 eq.) was added dropwise at -78° C. and the solution was allowed to warm to 20° C. and stir for 4 hours. The solution was partitioned between ammonium chloride and diethyl ether. The organic solution ... Yield: 69.4%. Run in C1CCOC1 (THF). Yields the product C(C)OC(C(C(CCOC1OCCCC1)C1=CC(=C(C=C1)Cl)Cl)C#N)=O (cyano-3-(3,4-dichloro-phenyl)-5-(tetrahydro-pyran-2-yloxy) pentanoic acid ethyl ester).